From a dataset of the Open Reaction Database (ORD), a public repository of structured organic reaction records. describe an organic reaction: reactants, conditions, products, and yield Reactants: CCO, CCOC(=O)c1noc(-c2ccc(Cl)cc2)c1Cl, NC1CCOCC1. The product is O=C(NC1CCOCC1)c1noc(-c2ccc(Cl)cc2)c1Cl. RXN SMILES: [CH3:26][CH2:27][OH:28].[Cl:1][c:2]1[c:3]([C:14]([O:16][CH2:15][CH3:17])=[O:18])[n:4][o:5][c:6]1-[c:7]1[cH:8][cH:9][c:10]([Cl:13])[cH:11][cH:12]1.[NH2:19][CH:20]1[CH2:21][CH2:22][O:23][CH2:24][CH2:25]1>>[Cl:1][c:2]1[c:3]([C:14](=[O:16])[NH:19][CH:20]2[CH2:21][CH2:22][O:23][CH2:24][CH2:25]2)[n:4][o:5][c:6]1-[c:7]1[cH:8][cH:9][c:10]([Cl:13])[cH:11][cH:12]1. Starting materials: COC(C1=CN=CC(=C1)C=1C=C2C(CC3(CCN(CC3)C(=O)OC(C)(C)C)OC2=CC1)=O)=O (5-(1′-tert-butoxycarbonyl-4-oxospiro[chroman-2,4′-piperidin]-6-yl)nicotinic acid methyl ester), Cl (HCl). Run in O1CCOCC1 (dioxane), CO (MeOH). Conditions: time 14 hour. Product: Cl.Cl.COC(C1=CN=CC(=C1)C=1C=C2C(CC3(CCNCC3)OC2=CC1)=O)=O (5-(4-oxospiro[chroman-2,4′-piperidin]-6-yl)nicotinic acid methyl ester di-hydrochloride). Reaction SMILES: [CH3:1][O:2][C:3](=[O:33])[C:4]1[CH:9]=[C:8]([C:10]2[CH:11]=[C:12]3[C:29](=[CH:30][CH:31]=2)[O:28][C:15]2([CH2:20][CH2:19][N:18](C(OC(C)(C)C)=O)[CH2:17][CH2:16]2)[CH2:14][C:13]3=[O:32])[CH:7]=[N:6][CH:5]=1.[ClH:34]>CO.O1CCOCC1>[ClH:34].[ClH:34].[CH3:1][O:2][C:3](=[O:33])[C:4]1[CH:9]=[C:8]([C:10]2[CH:11]=[C:12]3[C:29](=[CH:30][CH:31]=2)[O:28][C:15]2([CH2:16][CH2:17][NH:18][CH2:19][CH2:20]2)[CH2:14][C:13]3=[O:32])[CH:7]=[N:6][CH:5]=1 |f:4.5.6|. Procedure: 5-(1′-tert-butoxycarbonyl-4-oxospiro[chroman-2,4′-piperidin]-6-yl)nicotinic acid methyl ester (22.0 g, 48.6 mmol) was suspended in MeOH (110 mL) and 4 N HCl in dioxane (220 mL) was added thereto, and stirred at room temperature for 14 hours. The solvents were removed in vacuo and the resulting solid was washed with MeOH/Et2O (50 mL/200 mL) to obtain the intended compound as a colorless solid. The reactants are [Al+3], COC(=O)Cc1cc(C2(C)OCCO2)ccc1OCc1ccccc1, CCOCC, [H-], [H-], [H-], [H-], [Li+]. Product: CC1(c2ccc(OCc3ccccc3)c(CCO)c2)OCCO1. As a reaction SMILES: [Al+3:27].[CH2:1]([c:2]1[cH:3][cH:4][cH:5][cH:6][cH:7]1)[O:8][c:9]1[c:10]([CH2:21][C:22](=[O:23])[O:24][CH3:25])[cH:11][c:12]([C:15]2([CH3:20])[O:16][CH2:17][CH2:18][O:19]2)[cH:13][cH:14]1.[CH3:32][CH2:33][O:34][CH2:35][CH3:36].[H-:26].[H-:29].[H-:30].[H-:31].[Li+:28]>>[CH2:1]([c:2]1[cH:3][cH:4][cH:5][cH:6][cH:7]1)[O:8][c:9]1[c:10]([CH2:21][CH2:22][OH:23])[cH:11][c:12]([C:15]2([CH3:20])[O:16][CH2:17][CH2:18][O:19]2)[cH:13][cH:14]1. Starting materials: NC1=CC=CC=C1C(C)C, COC1=CC=C(S(=O)(Cl)=O)C=C1OC. The reagents and catalysts are O=C([O-])O.[Na+] (NaHCO3). The solvent is O (water), OCCOCCOCCOCCOCCO (PEG400), CC(C)=O (acetone). Conditions: temperature 25 celsius, pressure 100 psi, time 20 minute. Product: COc1ccc(S(=O)(=O)Nc2ccccc2C(C)C)cc1OC. The yield is 100.0%.